From a dataset of the Open Reaction Database (ORD), a public repository of structured organic reaction records. describe an organic reaction: reactants, conditions, products, and yield The reactants are COC(=O)CCCCCCCBr, Cc1ccc2[nH]c(=O)oc2c1, [H-], [I-], [Na+], [Na+], CN(C)C=O. Yields the product COC(=O)CCCCCCCn1c(=O)oc2cc(C)ccc21. As a reaction SMILES: [CH3:14][O:15][C:16]([CH2:17][CH2:18][CH2:19][CH2:20][CH2:21][CH2:22][CH2:23][Br:24])=[O:25].[CH3:3][c:4]1[cH:5][c:6]2[c:7]([nH:8][c:9](=[O:11])[o:10]2)[cH:12][cH:13]1.[H-:2].[I-:27].[Na+:1].[Na+:26].[O:28]=[CH:29][N:30]([CH3:31])[CH3:32]>>[CH3:3][c:4]1[cH:5][c:6]2[c:7]([n:8]([CH2:23][CH2:22][CH2:21][CH2:20][CH2:19][CH2:18][CH2:17][C:16]([O:15][CH3:14])=[O:25])[c:9](=[O:11])[o:10]2)[cH:12][cH:13]1. Starting materials: CC(C)(C)OC(=O)Nc1cc(Cl)c(C(F)(F)F)cc1[N+](=O)[O-], C1COCCN1, CS(C)=O. Product: CC(C)(C)OC(=O)Nc1cc(N2CCOCC2)c(C(F)(F)F)cc1[N+](=O)[O-]. As a reaction SMILES: [C:1]([CH3:2])([CH3:3])([CH3:4])[O:5][C:6]([NH:7][c:8]1[c:9]([N+:19](=[O:20])[O-:21])[cH:10][c:11]([C:15]([F:16])([F:17])[F:18])[c:12]([Cl:14])[cH:13]1)=[O:22].[CH2:23]1[CH2:24][O:25][CH2:26][CH2:27][NH:28]1.[CH3:29][S:30]([CH3:31])=[O:32]>>[C:1]([CH3:2])([CH3:3])([CH3:4])[O:5][C:6]([NH:7][c:8]1[c:9]([N+:19](=[O:20])[O-:21])[cH:10][c:11]([C:15]([F:16])([F:17])[F:18])[c:12]([N:28]2[CH2:23][CH2:24][O:25][CH2:26][CH2:27]2)[cH:13]1)=[O:22]. Reactants: FC1=C(CN2N=C(C=3C2=NC(=NC3)C)C=3N=C(C2=C(N3)NC(C2(C)C)=O)I)C=CC=C1 (2-[1-(2-fluorobenzyl)-6-methyl-1H-pyrazolo[3,4-d]pyrimidin-3-yl]-4-iodo-5,5-dimethyl-5,7-dihydro-6H-pyrrolo[2,3-d]pyrimidin-6-one). Reagents/catalysts: [Pd] (palladium on charcoal). The solvent is CN(C)C=O (DMF). Product: FC1=C(CN2N=C(C=3C2=NC(=NC3)C)C=3N=CC2=C(N3)NC(C2(C)C)=O)C=CC=C1 (2-[1-(2-Fluorobenzyl)-6-methyl-1H-pyrazolo[3,4-d]pyrimidin-3-yl]-5,5-dimethyl-5,7-dihydro-6H-pyrrolo[2,3-d]pyrimidin-6-one). Yield: 17.7%. RXN SMILES: [F:1][C:2]1[CH:31]=[CH:30][CH:29]=[CH:28][C:3]=1[CH2:4][N:5]1[C:9]2=[N:10][C:11]([CH3:14])=[N:12][CH:13]=[C:8]2[C:7]([C:15]2[N:16]=[C:17](I)[C:18]3[C:23]([CH3:25])([CH3:24])[C:22](=[O:26])[NH:21][C:19]=3[N:20]=2)=[N:6]1>CN(C=O)C.[Pd]>[F:1][C:2]1[CH:31]=[CH:30][CH:29]=[CH:28][C:3]=1[CH2:4][N:5]1[C:9]2=[N:10][C:11]([CH3:14])=[N:12][CH:13]=[C:8]2[C:7]([C:15]2[N:16]=[CH:17][C:18]3[C:23]([CH3:25])([CH3:24])[C:22](=[O:26])[NH:21][C:19]=3[N:20]=2)=[N:6]1. Reported procedure: 35 mg (0.07 mmol) of 2-[1-(2-fluorobenzyl)-6-methyl-1H-pyrazolo[3,4-d]pyrimidin-3-yl]-4-iodo-5,5-dimethyl-5,7-dihydro-6H-pyrrolo[2,3-d]pyrimidin-6-one were dissolved in 8 ml of absolute DMF, 50 mg of 10% palladium on charcoal were added and hydrogenation was effected under standard hydrogen pressure overnight. The reaction mixture was filtered through Celite and concentrated. The residue was stirred with 1 ml of acetonitrile and filtered with suction, and the solids were dried under high vacuum....